Dataset: the Open Reaction Database (ORD), a public repository of structured organic reaction records. Task: describe an organic reaction: reactants, conditions, products, and yield Reactants: CC(O)(CO)CCl, COc1c(C)c(C)c(OC)c(C)c1C, [H-], [Na+], C1COCCO1, O. Product: COc1c(C)c(C)c(OC)c(CCC(C)(O)CO)c1C. As a reaction SMILES: [CH3:1][C:2]([CH2:3][OH:4])([CH2:5][Cl:6])[OH:7].[CH3:8][O:9][c:10]1[c:11]([CH3:21])[c:12]([CH3:20])[c:13]([O:18][CH3:19])[c:14]([CH3:17])[c:15]1[CH3:16].[H-:22].[Na+:23].[O:25]1[CH2:26][CH2:27][O:28][CH2:29][CH2:30]1.[OH2:24]>>[CH3:1][C:2]([CH2:3][OH:4])([CH2:5][CH2:17][c:14]1[c:13]([O:18][CH3:19])[c:12]([CH3:20])[c:11]([CH3:21])[c:10]([O:9][CH3:8])[c:15]1[CH3:16])[OH:7]. Reactants: C=O, C1COCCN1, CC(=O)O, ClCCl, [Na+], [OH-], CCOC(=O)c1ccc2nccn2c1. Product: CCOC(=O)c1ccc2ncc(CN3CCOCC3)n2c1. As a reaction SMILES: [CH2:15]=[O:16].[CH2:17]1[CH2:18][O:19][CH2:20][CH2:21][NH:22]1.[CH3:25][C:26](=[O:27])[OH:28].[Cl:29][CH2:30][Cl:31].[Na+:24].[OH-:23].[n:1]1[cH:2][cH:3][n:4]2[c:5]1[cH:6][cH:7][c:8]([C:10](=[O:11])[O:12][CH2:13][CH3:14])[cH:9]2>>[n:1]1[cH:2][c:3]([CH2:15][N:22]2[CH2:17][CH2:18][O:19][CH2:20][CH2:21]2)[n:4]2[c:5]1[cH:6][cH:7][c:8]([C:10](=[O:11])[O:12][CH2:13][CH3:14])[cH:9]2. Reactants: C(C)(C)(C)C1=C(C(=CC(=C1)N=O)C(C)(C)C)O (2,6-di tert.butyl-4-nitrosophenol), [H][H] (hydrogen). Reagents/catalysts: [Pd] (Palladium on carbon). The solvent is C(C)O (ethanol). The product is C(C)(C)(C)C1=C(C(=CC(=C1)N)C(C)(C)C)O (2,6-di tert.butyl-4-aminophenol). As a reaction SMILES: [C:1]([C:5]1[CH:10]=[C:9]([N:11]=O)[CH:8]=[C:7]([C:13]([CH3:16])([CH3:15])[CH3:14])[C:6]=1[OH:17])([CH3:4])([CH3:3])[CH3:2].[H][H]>[Pd].C(O)C>[C:1]([C:5]1[CH:10]=[C:9]([NH2:11])[CH:8]=[C:7]([C:13]([CH3:16])([CH3:15])[CH3:14])[C:6]=1[OH:17])([CH3:4])([CH3:3])[CH3:2]. Procedure details: 2,6-di tert.butyl-4-aminophenol was prepared by hydrogenating a mixture of 23.5 grams of 2,6-di tert.butyl-4-nitrosophenol, 2 grams of 5% Palladium on carbon, and 200 milliliters of absolute ethanol in a Parr Pressure Reaction Apparatus. The reduction was accomplished in 1 hour at a maximum hydrogen pressure of 50 psi and a maximum temperature of 50° C. The resulting solution of 2,6-di tert.butyl-4-aminophenol was removed from the Pressure Apparatus and filtered to remove the catalyst. Reactants: solution, CNC (dimethylamine), C(#N)C=C1CN(C1)C(=O)OC(C)(C)C (tert-butyl 3-cyanomethyleneazetidine-1-carboxylate). Solvent: CO (methanol), CO (methanol). Reaction conditions: temperature 80 celsius, time 3 hour. The product is C(#N)CC1(CN(C1)C(=O)OC(C)(C)C)N(C)C (tert-butyl 3-cyanomethyl-3-dimethylaminoazetidine-1-carboxylate). RXN SMILES: [C:1]([CH:3]=[C:4]1[CH2:7][N:6]([C:8]([O:10][C:11]([CH3:14])([CH3:13])[CH3:12])=[O:9])[CH2:5]1)#[N:2].[CH3:15][NH:16][CH3:17]>CO>[C:1]([CH2:3][C:4]1([N:16]([CH3:17])[CH3:15])[CH2:7][N:6]([C:8]([O:10][C:11]([CH3:14])([CH3:13])[CH3:12])=[O:9])[CH2:5]1)#[N:2]. Procedure details: 1.20 g (6,18 mmol) of tert-butyl 3-cyanomethyleneazetidine-1-carboxylate (WO 2009/064 835) are dissolved in 15 mL of methanol in a sealed tube. 6.18 mL (12.36 mmol) of a solution of dimethylamine in methanol are added and the reaction medium is stirred at 80° C. for 3 hours. The reactants are ClC1=NC(Cl)C(CBr)(CBr)C=C1, Clc1ccc(CBr)c(Cl)n1, CCO, N#C[K], O. Product: N#CCc1ccc(Cl)nc1Cl. RXN SMILES: [Br:14][CH2:15][C:16]1([CH2:17][Br:18])[CH:19]=[CH:20][C:21]([Cl:22])=[N:23][CH:24]1[Cl:25].[Br:4][CH2:5][c:6]1[c:7]([Cl:13])[n:8][c:9]([Cl:12])[cH:10][cH:11]1.[CH3:27][CH2:28][OH:29].[K:1][C:2]#[N:3].[OH2:26]>>[C:2](#[N:3])[CH2:5][c:6]1[c:7]([Cl:13])[n:8][c:9]([Cl:12])[cH:10][cH:11]1.